Dataset: the Open Reaction Database (ORD), a public repository of structured organic reaction records. Task: describe an organic reaction: reactants, conditions, products, and yield Reactants: C(C)(=O)C=1C(OC2=CC(=CC=C2C1)OC)=O (3-acetyl-7-methoxycoumarin), C(C)OC1=CC=C(C=O)C=C1 (p-ethoxybenzaldehyde). The reagents and catalysts are N1CCCCC1 (piperidine), N1CCCCC1 (piperidine). Solvent: alcohol, C(C)#N (Acetonitrile). Product: C(C)OC1=CC=C(C=CC(=O)C=2C(OC3=CC(=CC=C3C2)OC)=O)C=C1 (3-(4-ethoxycinnamoyl)-7-methoxycoumarin). As a reaction SMILES: [C:1]([C:4]1[C:5](=[O:16])[O:6][C:7]2[C:12]([CH:13]=1)=[CH:11][CH:10]=[C:9]([O:14][CH3:15])[CH:8]=2)(=[O:3])[CH3:2].[CH2:17]([O:19][C:20]1[CH:27]=[CH:26][C:23]([CH:24]=O)=[CH:22][CH:21]=1)[CH3:18]>N1CCCCC1.C(#N)C>[CH2:17]([O:19][C:20]1[CH:27]=[CH:26][C:23]([CH:24]=[CH:2][C:1]([C:4]2[C:5](=[O:16])[O:6][C:7]3[C:12]([CH:13]=2)=[CH:11][CH:10]=[C:9]([O:14][CH3:15])[CH:8]=3)=[O:3])=[CH:22][CH:21]=1)[CH3:18]. Procedure details: A suspension of 2.18 g 3-acetyl-7-methoxycoumarin and 1.65 g p-ethoxybenzaldehyde in 100 ml alcohol was heated under reflux on a steam bath. Acetonitrile was added until solution was attained. Fifty drops of piperidine were added and the reaction mixture heated under reflux for 90 minutes. An additional fifty drops of piperidine were added and the solution was heated under reflux another hour. The product separated upon cooling and was washed with alcohol before being recrystallized from a mixtu... Run at temperature 120 celsius. Procedure details: A degassed mixture of 6-(pyrrolidinylcarbonyl)-3-bromo-9H-dipyrido[2,3-b;4′,3′-d]pyrrole (158 mg, 0.457 mmol), 4-(4-methylpiperizin-1-yl)-phenyl-1-boronic acid, pinacol ester (597 mg, 1.98 mmol), and bis(triphenylphosphine)palladium(II) chloride (69.0 mg, 99.0 μmol, 5.0 mol %) in acetonitrile (2.5 mL) and 1.0M aqueous sodium carbonate (2.5 mL) was heated under microwave irradiation at 120° C. for 10 minutes, allowed to cool, and partitioned between ethyl acetate and water. The organic layer was ... As a reaction SMILES: [N:1]1([C:6]([C:8]2[N:16]=[CH:15][C:14]3[NH:13][C:12]4[N:17]=[CH:18][C:19](Br)=[CH:20][C:11]=4[C:10]=3[CH:9]=2)=[O:7])[CH2:5][CH2:4][CH2:3][CH2:2]1.[C:22](#[N:24])[CH3:23]>C(=O)([O-])[O-].[Na+].[Na+].Cl[Pd](Cl)([P](C1C=CC=CC=1)(C1C=CC=CC=1)C1C=CC=CC=1)[P](C1C=CC=CC=1)(C1C=CC=CC=1)C1C=CC=CC=1>[N:1]1([C:6]([C:8]2[N:16]=[CH:15][C:14]3[NH:13][C:12]4[N:17]=[CH:18][C:19]([C:9]5[CH:10]=[CH:14][C:22]([N:24]6[CH2:4][CH2:5][N:1]([CH3:6])[CH2:2][CH2:3]6)=[CH:23][CH:8]=5)=[CH:20][C:11]=4[C:10]=3[CH:9]=2)=[O:7])[CH2:5][CH2:4][CH2:3][CH2:2]1 |f:2.3.4,^1:33,52|. The reagents and catalysts are Cl[Pd]([P](C1=CC=CC=C1)(C2=CC=CC=C2)C3=CC=CC=C3)([P](C4=CC=CC=C4)(C5=CC=CC=C5)C6=CC=CC=C6)Cl (bis(triphenylphosphine)palladium(II) chloride). The product is N1(CCCC1)C(=O)C1=CC=2C3=C(NC2C=N1)N=CC(=C3)C3=CC=C(C=C3)N3CCN(CC3)C (6-(Pyrrolidinylcarbonyl)-3-[4-(4-methylpiperizin-1-yl)-phenyl]-9H-dipyrido[2,3-b;4′,3′-d]pyrrole). Isolated yield 5.0%. Reactants: N1(CCCC1)C(=O)C1=CC=2C3=C(NC2C=N1)N=CC(=C3)Br (6-(pyrrolidinylcarbonyl)-3-bromo-9H-dipyrido[2,3-b;4′,3′-d]pyrrole), 4-(4-methylpiperizin-1-yl)-phenyl-1-boronic acid, pinacol ester, C(C)#N (acetonitrile). Run in C([O-])([O-])=O.[Na+].[Na+] (sodium carbonate). Reactants: O1CCOCC1 (1,4-dioxane), BrC1=C(C=CC=C1)N1N=C(C=C1C=1SC(=CC1)C1=CC(=CC=C1)S(=O)(=O)C)C(F)(F)F (1-(2-Bromo-phenyl)-5-[5-(3-methanesulfonyl-phenyl)-thiophen-2-yl]-3-trifluoromethyl-1H-pyrazole), C(=O)([O-])[O-].[K+].[K+] (K2CO3), N1=CC(=CC=C1)B(O)O (3-pyridylboronic acid), PdCl2dppf. The solvent is O (H2O), CCOC(=O)C (EtOAc). Reaction conditions: temperature 75 celsius, time 20 hour. The product is CS(=O)(=O)C=1C=C(C=CC1)C1=CC=C(S1)C1=CC(=NN1C1=C(C=CC=C1)C=1C=NC=CC1)C(F)(F)F (3-(2-{5-[5-(3-Methanesulfonyl-phenyl)-thiophen-2-yl]-3-trifluoromethyl-pyrazol-1-yl}-phenyl)-pyridine). Isolated yield 41.0%. RXN SMILES: Br[C:2]1[CH:7]=[CH:6][CH:5]=[CH:4][C:3]=1[N:8]1[C:12]([C:13]2[S:14][C:15]([C:18]3[CH:23]=[CH:22][CH:21]=[C:20]([S:24]([CH3:27])(=[O:26])=[O:25])[CH:19]=3)=[CH:16][CH:17]=2)=[CH:11][C:10]([C:28]([F:31])([F:30])[F:29])=[N:9]1.[N:32]1[CH:37]=[CH:36][CH:35]=[C:34](B(O)O)[CH:33]=1.C([O-])([O-])=O.[K+].[K+].O1CCOCC1>CCOC(C)=O.O>[CH3:27][S:24]([C:20]1[CH:19]=[C:18]([C:15]2[S:14][C:13]([C:12]3[N:8]([C:3]4[CH:4]=[CH:5][CH:6]=[CH:7][C:2]=4[C:34]4[CH:33]=[N:32][CH:37]=[CH:36][CH:35]=4)[N:9]=[C:10]([C:28]([F:31])([F:30])[F:29])[CH:11]=3)=[CH:17][CH:16]=2)[CH:23]=[CH:22][CH:21]=1)(=[O:26])=[O:25] |f:2.3.4|. Procedure details: To a 50 mL round bottom flask attached with condenser was added 1-(2-Bromo-phenyl)-5-[5-(3-methanesulfonyl-phenyl)-thiophen-2-yl]-3-trifluoromethyl-1H-pyrazole (prepared following the described in Example 1c) (110 mg, 210 μmol), 3-pyridylboronic acid (31 mg, 525 μmol), PdCl2dppf (25 mg, 10 mol %), K2CO3 (58 mg, 410 μmol), 1,4-dioxane (8 mL) and H2O (1.5 mL). The reaction solution was allowed to stir at 75° C. for 20 hrs. The reaction solution was diluted with EtOAc (150 mL) and transferred to a ... Starting materials: BrC=1C=C2C=CN=CC2=CC1 (6-bromoisoquinoline), O.N (ammonia water), [OH-].[Na+] (sodium hydroxide). Reagents/catalysts: O.O.O.O.O.S(=O)(=O)([O-])[O-].[Cu+2] (copper (II) sulfate pentahydrate). The solvent is ClCCl (dichloromethane). Run at temperature 190 celsius, time 6 hour. Product: NC=1C=C2C=CN=CC2=CC1 (6-aminoisoquinoline). As a reaction SMILES: Br[C:2]1[CH:3]=[C:4]2[C:9](=[CH:10][CH:11]=1)[CH:8]=[N:7][CH:6]=[CH:5]2.O.[NH3:13].[OH-].[Na+]>ClCCl.O.O.O.O.O.S([O-])([O-])(=O)=O.[Cu+2]>[NH2:13][C:2]1[CH:3]=[C:4]2[C:9](=[CH:10][CH:11]=1)[CH:8]=[N:7][CH:6]=[CH:5]2 |f:1.2,3.4,6.7.8.9.10.11.12|. Reported procedure: 6-bromoisoquinoline that weighed 17.2 g (see WO 2008/077553), 200 mL of 28% ammonia water and 10.8 g of copper (II) sulfate pentahydrate were put into the autoclave and tightly sealed, and the mixture was then stirred at 190° C. for 6 hours. After cooling to room temperature, the reaction solution was poured into 250 mL of a 10% aqueous sodium hydroxide solution, followed by extraction with ethyl acetate (100 mL×5). The extract was dried over anhydrous sodium sulfate, filtered, and then concentr... The reactants are C(C)(C)(C)OC(\C=C\C1=CC=C(C=C1)C1=CC(=C(C=C1)O)C12CC3CC(CC(C1)C3)C2)=O ((E)-3-(3′-adamantan-1-yl-4′-hydroxybiphenyl-4-yl)acrylic acid tert-butyl ester), ClCN1C(C=2C(C1=O)=CC=CC2)=O (N-chloromethylphthalimide), C(=O)([O-])[O-].[K+].[K+] (K2CO3), [Na+].[I-] (NaI). Yields the product C(C)(C)(C)OC(C=CC1=CC=C(C=C1)C1=CC(=C(C=C1)OCN1C(C2=CC=CC=C2C1=O)=O)C12CC3CC(CC(C1)C3)C2)=O (3-[3′-Adamantan-1-yl-4′-(1,3-dioxo-1,3-dihydroisoindol-2-ylmethoxy)-biphenyl-4-yl]acrylic acid tert-butyl ester). The yield is 55.0%. Reaction SMILES: [C:1]([O:5][C:6](=[O:32])/[CH:7]=[CH:8]/[C:9]1[CH:14]=[CH:13][C:12]([C:15]2[CH:20]=[CH:19][C:18]([OH:21])=[C:17]([C:22]34[CH2:31][CH:26]5[CH2:27][CH:28]([CH2:30][CH:24]([CH2:25]5)[CH2:23]3)[CH2:29]4)[CH:16]=2)=[CH:11][CH:10]=1)([CH3:4])([CH3:3])[CH3:2].Cl[CH2:34][N:35]1[C:39](=[O:40])[C:38]2=[CH:41][CH:42]=[CH:43][CH:44]=[C:37]2[C:36]1=[O:45].C([O-])([O-])=O.[K+].[K+].[Na+].[I-]>>[C:1]([O:5][C:6](=[O:32])[CH:7]=[CH:8][C:9]1[CH:10]=[CH:11][C:12]([C:15]2[CH:20]=[CH:19][C:18]([O:21][CH2:34][N:35]3[C:39](=[O:40])[C:38]4[C:37](=[CH:44][CH:43]=[CH:42][CH:41]=4)[C:36]3=[O:45])=[C:17]([C:22]34[CH2:31][CH:26]5[CH2:27][CH:28]([CH2:30][CH:24]([CH2:25]5)[CH2:23]3)[CH2:29]4)[CH:16]=2)=[CH:13][CH:14]=1)([CH3:4])([CH3:2])[CH3:3] |f:2.3.4,5.6|. Reported procedure: A solution of (E)-3-(3′-adamantan-1-yl-4′-hydroxybiphenyl-4-yl)acrylic acid tert-butyl ester (200 mg, 0.464 mmol), N-chloromethylphthalimide (91 mg, 0.464 mmol), K2CO3 (70 mg, 0.464 mmol) and NaI (70 mg, 0.464 mmol) was stirred overnight at RT in the dark. The solvent was evaporated and the residue was taken up in EtOAc. The organic phase was washed with water, dried over Na2SO4, filtered and evaporated under reduced pressure. 3-[3′-Adamantan-1-yl-4′-(1,3-dioxo-1,3-dihydroisoindol-2-ylmethoxy)-b...